Dataset: the Open Reaction Database (ORD), a public repository of structured organic reaction records. Task: describe an organic reaction: reactants, conditions, products, and yield Starting materials: B(Br)(Br)Br (BBr3), solution, ClC1=CC2=C(N(C(N2C)=NC2=CC=C(C=C2)OC)CC2=CC=C(C(=O)OC)C=C2)C=C1Cl (Methyl 4-[(5,6-dichloro-2-{[4-(methoxy)-phenyl]imino}-3-methyl-2,3-dihydro-1H-benzimidazol-1-yl)methyl]benzoate). The solvent is C(Cl)Cl (CH2Cl2), C(Cl)Cl (CH2Cl2). Reaction conditions: temperature -78 celsius. The product is ClC1=CC2=C(N(C(N2C)=NC2=CC=C(C=C2)O)CC2=CC=C(C(=O)OC)C=C2)C=C1Cl (Methyl 4-[(5,6-dichloro-2-{[4-(hydroxy)-phenyl]imino}-3-methyl-2,3-dihydro-1H-benzimidazol-1-yl)methyl]benzoate). As a reaction SMILES: [Cl:1][C:2]1[C:31]([Cl:32])=[CH:30][C:5]2[N:6]([CH2:19][C:20]3[CH:29]=[CH:28][C:23]([C:24]([O:26][CH3:27])=[O:25])=[CH:22][CH:21]=3)[C:7](=[N:10][C:11]3[CH:16]=[CH:15][C:14]([O:17]C)=[CH:13][CH:12]=3)[N:8]([CH3:9])[C:4]=2[CH:3]=1.B(Br)(Br)Br>C(Cl)Cl>[Cl:1][C:2]1[C:31]([Cl:32])=[CH:30][C:5]2[N:6]([CH2:19][C:20]3[CH:29]=[CH:28][C:23]([C:24]([O:26][CH3:27])=[O:25])=[CH:22][CH:21]=3)[C:7](=[N:10][C:11]3[CH:16]=[CH:15][C:14]([OH:17])=[CH:13][CH:12]=3)[N:8]([CH3:9])[C:4]=2[CH:3]=1. Procedure details: To the title compound of Example 19 Step C (0.11 mmol, 50 mg) in CH2Cl2 (0.5 mL) cooled to −78° C. was added dropwise BBr3 (0.33 mol, 330 μL of a 1 M solution in CH2Cl2). After addition, the reaction was removed from the cold bath for 30 min, then cooled to −78° C. and diluted with MeOH. The mixture was concentrated under reduced pressure and the product was isolated by chromatography on silica eluting with 4% MeOH in CH2Cl2 as a white solid. LC-MS (ESI, Method B): 1.80 min, m/z 456.1 (M+1). Yields the product C(C)(=O)C1=C(C(=C(OCC(=O)O)C=C1)CCC)OCCOCCOCCOCCOC1=C(C(=C(C=C1)C(C)=O)O)CCC ([4-acetyl-3-[2-[2-[2-[2-(4-acetyl-3-hydroxy-2-propylphenoxy)ethoxy]ethoxy]ethoxy]ethoxy]-2-propylphenoxy]acetic acid). Run in CO (methanol). The yield is 65.3%. Reactants: C(C)OC(COC1=C(C(=C(C=C1)C(C)=O)OCCOCCOCCOCCOC1=C(C(=C(C=C1)C(C)=O)O)CCC)CCC)=O ([4-acetyl-3-[2-[2-[2-[2-(4-acetyl-3-hydroxy-2-propylphenoxy)ethoxy]ethoxy]ethoxy]ethoxy]-2-propylphenoxy]acetic acid ethyl ester), [OH-].[Na+] (sodium hydroxide). Reaction SMILES: C([O:3][C:4](=[O:45])[CH2:5][O:6][C:7]1[CH:12]=[CH:11][C:10]([C:13](=[O:15])[CH3:14])=[C:9]([O:16][CH2:17][CH2:18][O:19][CH2:20][CH2:21][O:22][CH2:23][CH2:24][O:25][CH2:26][CH2:27][O:28][C:29]2[CH:34]=[CH:33][C:32]([C:35](=[O:37])[CH3:36])=[C:31]([OH:38])[C:30]=2[CH2:39][CH2:40][CH3:41])[C:8]=1[CH2:42][CH2:43][CH3:44])C.[OH-].[Na+]>CO>[C:13]([C:10]1[CH:11]=[CH:12][C:7]([O:6][CH2:5][C:4]([OH:45])=[O:3])=[C:8]([CH2:42][CH2:43][CH3:44])[C:9]=1[O:16][CH2:17][CH2:18][O:19][CH2:20][CH2:21][O:22][CH2:23][CH2:24][O:25][CH2:26][CH2:27][O:28][C:29]1[CH:34]=[CH:33][C:32]([C:35](=[O:37])[CH3:36])=[C:31]([OH:38])[C:30]=1[CH2:39][CH2:40][CH3:41])(=[O:15])[CH3:14] |f:1.2|. Procedure: A solution of 1.25 g (0.002 mole) of [4-acetyl-3-[2-[2-[2-[2-(4-acetyl-3-hydroxy-2-propylphenoxy)ethoxy]ethoxy]ethoxy]ethoxy]-2-propylphenoxy]acetic acid ethyl ester in 30 ml of methanol and 10 ml (0.01 mole) of 1.0N sodium hydroxide was stirred at reflux for 5 hours. Most of the solvent was removed in vacuo and the pH of the residue was adjusted to 2.0 with 6N hydrochloric acid. The product was extracted with methyl acetate and the dried (magnesium sulfate) extract was concentrated in vacuo to ... Reported procedure: The procedure of Example 6 was repeated except that 105 mg of 1α,3β-diacetoxypregna-5,7-diene-20-carbaldehyde was used in lieu of 120 mg of 1α,3β-bis(methoxycarbonyloxy)pregna-5,7-diene-20-carbaldehyde to give 89 mg of 1α,3β-diacetoxypregna-5,7-diene-20-carboxylic acid. Reactants: C(C)(=O)O[C@H]1C[C@@H](CC2=CC=C3[C@@H]4CC[C@H](C(C)C=O)[C@]4(CC[C@@H]3[C@@]12C)C)OC(C)=O (1α,3β-diacetoxypregna-5,7-diene-20-carbaldehyde), COC(=O)O[C@H]1C[C@@H](CC2=CC=C3[C@@H]4CC[C@H](C(C)C=O)[C@]4(CC[C@@H]3[C@@]12C)C)OC(=O)OC (1α,3β-bis(methoxycarbonyloxy)pregna-5,7-diene-20-carbaldehyde). The yield is 81.7%. The product is C(C)(=O)O[C@H]1C[C@@H](CC2=CC=C3[C@@H]4CC[C@H](C(C)C(=O)O)[C@]4(CC[C@@H]3[C@@]12C)C)OC(C)=O (1α,3β-diacetoxypregna-5,7-diene-20-carboxylic acid). RXN SMILES: [C:1]([O:4][C@@H:5]1[C@@:25]2([CH3:26])[C:9](=[CH:10][CH:11]=[C:12]3[C@@H:24]2[CH2:23][CH2:22][C@@:21]2([CH3:27])[C@H:13]3[CH2:14][CH2:15][C@@H:16]2[CH:17]([CH:19]=[O:20])[CH3:18])[CH2:8][C@@H:7]([O:28][C:29](=[O:31])[CH3:30])[CH2:6]1)(=[O:3])[CH3:2].C[O:33]C(O[C@@H]1[C@@]2(C)C(=CC=C3[C@@H]2CC[C@@]2(C)[C@H]3CC[C@@H]2C(C=O)C)C[C@@H](OC(OC)=O)C1)=O>>[C:1]([O:4][C@@H:5]1[C@@:25]2([CH3:26])[C:9](=[CH:10][CH:11]=[C:12]3[C@@H:24]2[CH2:23][CH2:22][C@@:21]2([CH3:27])[C@H:13]3[CH2:14][CH2:15][C@@H:16]2[CH:17]([C:19]([OH:33])=[O:20])[CH3:18])[CH2:8][C@@H:7]([O:28][C:29](=[O:31])[CH3:30])[CH2:6]1)(=[O:3])[CH3:2]. Starting materials: ( 61 ), ( 100 ), BrCC(C(C)(O[Si](CC)(CC)CC)C)=O (1-Bromo-3-methyl-3-[(triethylsilyl)oxy]-2-butanone), P(OC)(OC)OC (trimethyl phosphite), ( 65 ). The solvent is C1(=CC=CC=C1)C (toluene). Yields the product COP(=O)(OC)CC(C(C)(O[Si](CC)(CC)CC)C)=O (1-(Dimetoxyphosphoryl)-3-methyl-3-[(triethylsilyl)oxy]-2-butanone). Isolated yield 90.0%. As a reaction SMILES: Br[CH2:2][C:3](=[O:15])[C:4]([CH3:14])([O:6][Si:7]([CH2:12][CH3:13])([CH2:10][CH3:11])[CH2:8][CH3:9])[CH3:5].[P:16]([O:21]C)([O:19][CH3:20])[O:17][CH3:18]>C1(C)C=CC=CC=1>[CH3:18][O:17][P:16]([CH2:2][C:3](=[O:15])[C:4]([CH3:14])([O:6][Si:7]([CH2:12][CH3:13])([CH2:10][CH3:11])[CH2:8][CH3:9])[CH3:5])([O:19][CH3:20])=[O:21]. Procedure: A solution of 14 (1.55 g; 5.25 mmol) and trimethyl phosphite (514 μl; 782 mg; 6.31 mmol) in toluene (20 ml) was refluxed for 3 days. The mixture was purified by column chromatography (5-15% 2-propanol/hexane) to give 1.54 g (4.75 mmol; 90% yield) of 2. 1H NMR (400 MHz, CDCl3) δ 0.65 (6H, q, J=7.9 Hz), 0.98 (9H, t, J=7.9 Hz), 1.36 (6H, s), 3.40 (2H, d, JH—P=20.7 Hz) 3.80 (6H, d, JH—P=11.2 Hz); 13C NMR (101 MHz, CDCl3) δ 6.4, 6.9, 26.8, 33.7 (d, JC—P=137.8 Hz), 52.8 (d, JC—P=6.7 Hz) 80.0, 207.1 (d... Reactants: COc1c(C)c(C)c(OC)c(Br)c1C, [Li]CCCC, CC(C)C(=O)c1ccc(N2CCOCC2)cc1, C1CCOC1, O. Product: COc1c(C)c(C)c(OC)c(C(O)(c2ccc(N3CCOCC3)cc2)C(C)C)c1C. Reaction SMILES: [Br:6][c:7]1[c:8]([O:18][CH3:19])[c:9]([CH3:17])[c:10]([CH3:16])[c:11]([O:14][CH3:15])[c:12]1[CH3:13].[CH2:1]([Li:2])[CH2:3][CH2:4][CH3:5].[CH3:20][CH:21]([C:22](=[O:23])[c:24]1[cH:25][cH:26][c:27]([N:30]2[CH2:31][CH2:32][O:33][CH2:34][CH2:35]2)[cH:28][cH:29]1)[CH3:36].[O:38]1[CH2:39][CH2:40][CH2:41][CH2:42]1.[OH2:37]>>[c:7]1([C:22]([CH:21]([CH3:20])[CH3:36])([OH:23])[c:24]2[cH:25][cH:26][c:27]([N:30]3[CH2:31][CH2:32][O:33][CH2:34][CH2:35]3)[cH:28][cH:29]2)[c:8]([O:18][CH3:19])[c:9]([CH3:17])[c:10]([CH3:16])[c:11]([O:14][CH3:15])[c:12]1[CH3:13]. The reactants are FC1=CC=C(C=C1)C(C(O)C1=CC=C(C=C1)SC)=O (1(4-Fluorophenyl)-2-(4-methylthiophenyl)-2-hydroxy-ethane-1-one), [Bi]=O (bismuth oxide). Run in C(C)(=O)O (acetic acid). Conditions: temperature 80 celsius. Product: CSC1=CC=C(C=C1)C(C(=O)C1=CC=C(C=C1)F)=O (1-(4-Methylthiophenyl)-2-(4-fluorophenyl)-ethane-1,2-dione). As a reaction SMILES: [F:1][C:2]1[CH:7]=[CH:6][C:5]([C:8](=[O:19])[CH:9]([C:11]2[CH:16]=[CH:15][C:14]([S:17][CH3:18])=[CH:13][CH:12]=2)[OH:10])=[CH:4][CH:3]=1.[Bi]=O>C(O)(=O)C>[CH3:18][S:17][C:14]1[CH:15]=[CH:16][C:11]([C:9](=[O:10])[C:8]([C:5]2[CH:4]=[CH:3][C:2]([F:1])=[CH:7][CH:6]=2)=[O:19])=[CH:12][CH:13]=1 |^1:19|. Procedure details: A mixture of ketone from step 2 (1.25 g, 4.5 mmol) and bismuth oxide (Bi2O3) (2.7 g, 1.2 equiv.) in acetic acid (20 ml) was warmed to 80° C. for 30 minutes. After cooling, the mixture was filtered through Celite® filter agent and the filtrate was concentrated. The residue was dissolved in hot methanol and filtered. The solvent was concentrated under a nitrogen stream, placed in the refrigerator and the precipitate formed was filtered to give 1 g (83%) of titled dione: m.p. 96°-97° C. Anal. Calc'... Reactants: COC(=O)CCCCCC(O)C1C(=O)C(SC)=CC1C=CC(CCCCCO[SiH](C)C)C(C)(C)C, CN(C)c1ccccn1, CS(=O)(=O)Cl, CCOC(C)=O, ClCCl. Product: COC(=O)CCCCCC=C1C(=O)C(SC)=CC1C=CC(CCCCCO[SiH](C)C)C(C)(C)C. As a reaction SMILES: [CH3:1][S:2][C:3]1=[CH:7][CH:6]([CH:8]=[CH:9][CH:10]([CH2:11][CH2:12][CH2:13][CH2:14][CH2:15][O:16][SiH:17]([CH3:18])[CH3:19])[C:20]([CH3:21])([CH3:22])[CH3:23])[CH:5]([CH:24]([CH2:25][CH2:26][CH2:27][CH2:28][CH2:29][C:30](=[O:31])[O:32][CH3:33])[OH:34])[C:4]1=[O:35].[CH3:36][N:37]([c:38]1[cH:39][cH:40][cH:41][cH:42][n:43]1)[CH3:44].[CH3:45][S:46](=[O:47])(=[O:48])[Cl:49].[CH3:50][CH2:51][O:52][C:53](=[O:54])[CH3:55].[Cl:56][CH2:57][Cl:58]>>[CH3:1][S:2][C:3]1=[CH:7][CH:6]([CH:8]=[CH:9][CH:10]([CH2:11][CH2:12][CH2:13][CH2:14][CH2:15][O:16][SiH:17]([CH3:18])[CH3:19])[C:20]([CH3:21])([CH3:22])[CH3:23])[C:5](=[CH:24][CH2:25][CH2:26][CH2:27][CH2:28][CH2:29][C:30](=[O:31])[O:32][CH3:33])[C:4]1=[O:35].